From a dataset of the Open Reaction Database (ORD), a public repository of structured organic reaction records. describe an organic reaction: reactants, conditions, products, and yield The reactants are [Cl-].[Cl-].C(C)[Al+2] (ethylaluminum dichloride), [Si](C)(C)(C(C)(C)C)OC1C=C(C(C1)(OCOC)C)CC ((1RS,4RS)-3-ethyl-4-methyl-4-methoxymethoxy-2-cyclopenten-1-yl (t-butyldimethylsilyl) ether), C(C)[SiH](CC)CC (triethylsilane), aqueous solution, C(CC(O)(C(=O)O)CC(=O)O)(=O)O (citric acid). The solvent is CCCCCC (hexane), ClCCl (dichloromethane). Conditions: time 1 hour. Yields the product [Si](C)(C)(C(C)(C)C)OC1CC(=C(C1)C)CC ((RS)-3-ethyl-4-methyl-3-cyclopenten-1-yl (t-butyldimethylsilyl) ether). Isolated yield 53.2%. Reaction SMILES: [Si:1]([O:8][CH:9]1[CH2:13][C:12]([CH3:18])(OCOC)[C:11]([CH2:19][CH3:20])=[CH:10]1)([C:4]([CH3:7])([CH3:6])[CH3:5])([CH3:3])[CH3:2].C([SiH](CC)CC)C.[Cl-].[Cl-].C([Al+2])C.C(O)(=O)CC(CC(O)=O)(C(O)=O)O>CCCCCC.ClCCl>[Si:1]([O:8][CH:9]1[CH2:13][C:12]([CH3:18])=[C:11]([CH2:19][CH3:20])[CH2:10]1)([C:4]([CH3:7])([CH3:6])[CH3:5])([CH3:2])[CH3:3] |f:2.3.4|. Reported procedure: To a solution mixture of 2.35 g of (1RS,4RS)-3-ethyl-4-methyl-4-methoxymethoxy-2-cyclopenten-1-yl (t-butyldimethylsilyl) ether and 25 ml of dichloromethane was added under nitrogen stream and at -78° C. 1.4 ml of triethylsilane by drops, and the resulting mixture was stirred for 15 minutes. Thereafter, under the same conditions, 8.17 ml of 0.93 M hexane solution of ethylaluminum dichloride was added by drops and the resulting mixture was brought up to -10° C. over 1 hour. Thereafter, the reactio... The solvent is CCCCCC (hexane), C(C)OCC (diethyl ether). RXN SMILES: [H-].C([Al+]CC(C)C)C(C)C.[C:11]1([CH2:17][CH2:18][N:19]([CH3:35])[CH2:20][CH2:21][CH2:22][C:23]([CH:32]([CH3:34])[CH3:33])([C:26]2[CH:31]=[CH:30][CH:29]=[CH:28][CH:27]=2)[C:24]#N)[CH:16]=[CH:15][CH:14]=[CH:13][CH:12]=1.S(=O)(=O)(O)[OH:37].C(O)(=O)C(C(C(O)=O)O)O.[OH-].[K+]>CCCCCC.C(OCC)C>[C:11]1([CH2:17][CH2:18][N:19]([CH3:35])[CH2:20][CH2:21][CH2:22][C:23]2([CH:32]([CH3:34])[CH3:33])[CH:24]=[CH:29][CH:30]=[CH:31][CH:26]2[CH2:27][CH:28]=[O:37])[CH:16]=[CH:15][CH:14]=[CH:13][CH:12]=1 |f:0.1,5.6|. The reactants are solution, [H-].C(C(C)C)[Al+]CC(C)C (diisobutylaluminum hydride), C1(=CC=CC=C1)CCN(CCCC(C#N)(C1=CC=CC=C1)C(C)C)C (2-[3-[(phenylethyl)-methylamino]-propyl]-isopropylphenylacetonitrile), S(O)(O)(=O)=O (sulfuric acid), C(C(O)C(O)C(=O)O)(=O)O (tartaric acid), [OH-].[K+] (potassium hydroxide). Product: C1(=CC=CC=C1)CCN(CCCC1(C(C=CC=C1)CC=O)C(C)C)C (2-[3-[(Phenylethyl)methylamino]-propyl]-2-isopropylphenylacetaldehyde). Procedure details: 180 ml of a 1M solution of diisobutylaluminum hydride in hexane were added dropwise, at -5° C., to a solution of 33.4 g (0.1 mole) of 2-[3-[(phenylethyl)-methylamino]-propyl]-isopropylphenylacetonitrile in 400 ml of diethyl ether. The mixture was stirred for 1.5 hours, after which 500 ml of 10% strength sulfuric acid were added. 30 g of tartaric acid were introduced, the mixture was rendered alkaline with concentrated potassium hydroxide solution, and the ether phase was separated off and washed... Conditions: time 1.5 hour. The reactants are O=C1CCCC(=O)O1, ClCCl, CC1=NN=C(c2ccc(N)cc2)c2cc3c(cc2C1)OCO3. The product is CC1=NN=C(c2ccc(NC(=O)CCCC(=O)O)cc2)c2cc3c(cc2C1)OCO3. RXN SMILES: [C:23]1(=[O:30])[CH2:24][CH2:25][CH2:26][C:27](=[O:28])[O:29]1.[Cl:31][CH2:32][Cl:33].[NH2:1][c:2]1[cH:3][cH:4][c:5]([C:8]2=[N:9][N:10]=[C:11]([CH3:22])[CH2:12][c:13]3[c:14]2[cH:15][c:16]2[c:17]([cH:18]3)[O:19][CH2:20][O:21]2)[cH:6][cH:7]1>>[NH:1]([c:2]1[cH:3][cH:4][c:5]([C:8]2=[N:9][N:10]=[C:11]([CH3:22])[CH2:12][c:13]3[c:14]2[cH:15][c:16]2[c:17]([cH:18]3)[O:19][CH2:20][O:21]2)[cH:6][cH:7]1)[C:23]([CH2:24][CH2:25][CH2:26][C:27](=[O:28])[OH:29])=[O:30]. The reactants are Cl (HCl), O1CCOCC1 (dioxane), [H][H] (hydrogen), C1(=CC=CC=C1)CNCC1NCCCC1C1=CC=CC=C1 (1-phenyl-N-[(3-phenylpiperidin-2-yl)methyl]methanamine), Cl (HCl), O1CCOCC1 (dioxane). Reagents/catalysts: [OH-].[Pd+2].[OH-] (palladium hydroxide). Run in CO (methanol). Conditions: time 18 hour. The product is [Cl-].[Cl-].[NH3+]CC1[NH2+]CCCC1C1=CC=CC=C1 (2-(ammoniomethyl)-3-phenylpiperidinium dichloride). Yield: 61.0%. As a reaction SMILES: C1(C[NH:8][CH2:9][CH:10]2[CH:15]([C:16]3[CH:21]=[CH:20][CH:19]=[CH:18][CH:17]=3)[CH2:14][CH2:13][CH2:12][NH:11]2)C=CC=CC=1.[ClH:22].O1CCOCC1.[H][H]>CO.[OH-].[Pd+2].[OH-]>[Cl-:22].[Cl-:22].[NH3+:8][CH2:9][CH:10]1[CH:15]([C:16]2[CH:21]=[CH:20][CH:19]=[CH:18][CH:17]=2)[CH2:14][CH2:13][CH2:12][NH2+:11]1 |f:5.6.7,8.9.10|. Reported procedure: To a solution of 1-phenyl-N-[(3-phenylpiperidin-2-yl)methyl]methanamine (101 mg, 0.359 mmol) in methanol (5 ml) were added 4M HCl in dioxane (0.090 ml, 0.359 mmol) and palladium hydroxide (28.9 mg, 0.036 mmol). The reaction mixture was charged with 1 atm hydrogen gas and allowed to stir for 18 h. The reaction mixture was filtered through celite, and to the filtrate was added 4M HCl in dioxane (0.090 ml, 0.359 mmol). The reaction was allowed to stir for 1 h and concentrated in vacuo to yield 2-(a... The reactants are N#Cc1ncc(Cl)cc1Cl, C1CCOC1, C[O-], [Na+]. Yields the product COc1cnc(C#N)c(Cl)c1. RXN SMILES: [C:1](#[N:2])[c:3]1[n:4][cH:5][c:6]([Cl:10])[cH:7][c:8]1[Cl:9].[CH2:14]1[O:15][CH2:16][CH2:17][CH2:18]1.[CH3:11][O-:12].[Na+:13]>>[C:1](#[N:2])[c:3]1[n:4][cH:5][c:6]([O:12][CH3:11])[cH:7][c:8]1[Cl:9]. The reactants are O=Cc1ccc(OCCN2CCOCC2)cc1OCc1ccccc1Br, O=C1CSC(=S)N1, c1ccccc1. The product is O=C1NC(=S)SC1=Cc1ccc(OCCN2CCOCC2)cc1OCc1ccccc1Br. Reaction SMILES: [Br:1][c:2]1[c:3]([CH2:4][O:5][c:6]2[c:7]([CH:8]=[O:9])[cH:10][cH:11][c:12]([O:14][CH2:15][CH2:16][N:17]3[CH2:18][CH2:19][O:20][CH2:21][CH2:22]3)[cH:13]2)[cH:23][cH:24][cH:25][cH:26]1.[S:27]=[C:28]1[S:29][CH2:30][C:31](=[O:33])[NH:32]1.[cH:34]1[cH:35][cH:36][cH:37][cH:38][cH:39]1>>[Br:1][c:2]1[c:3]([CH2:4][O:5][c:6]2[c:7]([CH:8]=[C:30]3[S:29][C:28](=[S:27])[NH:32][C:31]3=[O:33])[cH:10][cH:11][c:12]([O:14][CH2:15][CH2:16][N:17]3[CH2:18][CH2:19][O:20][CH2:21][CH2:22]3)[cH:13]2)[cH:23][cH:24][cH:25][cH:26]1.